Dataset: the Open Reaction Database (ORD), a public repository of structured organic reaction records. Task: describe an organic reaction: reactants, conditions, products, and yield The reactants are CC=1NC=2C=CC=C(C2C1)CC(=O)O (2-methylindole-4-acetic acid), C(C=C)Br (allyl bromide), Cl.C(C)(=O)OCC (hydrochloric acid ethyl acetate), C([O-])([O-])=O.[K+].[K+] (potassium carbonate). Solvent: CN(C=O)C (N,N-dimethylformamide). Run at temperature 50 celsius, time 1 hour. Product: C(C=C)OC(CC=1C=2C=C(NC2C=CC1)C)=O (2-Methylindole-4-acetic acid allyl ester). Reaction SMILES: [CH3:1][C:2]1[NH:3][C:4]2[CH:5]=[CH:6][CH:7]=[C:8]([CH2:11][C:12]([OH:14])=[O:13])[C:9]=2[CH:10]=1.[CH2:15](Br)[CH:16]=[CH2:17].C(=O)([O-])[O-].[K+].[K+].Cl.C(OCC)(=O)C>CN(C)C=O>[CH2:17]([O:13][C:12](=[O:14])[CH2:11][C:8]1[C:9]2[CH:10]=[C:2]([CH3:1])[NH:3][C:4]=2[CH:5]=[CH:6][CH:7]=1)[CH:16]=[CH2:15] |f:2.3.4,5.6|. Procedure: To a solution of 2-methylindole-4-acetic acid (53 g) in N,N-dimethylformamide (500 ml) was added dropwise allyl bromide (31 ml), and added anhydrous potassium carbonate (59 g). The mixture was stirred at 50° C. for 1 hour. After cooling to room temperature, the reaction mixture was poured into a mixture of 2N hydrochloric acid-ethyl acetate and then extracted with ethyl acetate. The extraction was washed with water and a saturated aqueous solution of sodium chloride, successively, dried and conc...